This data is from the Open Reaction Database (ORD), a public repository of structured organic reaction records. The task is: describe an organic reaction: reactants, conditions, products, and yield Starting materials: ClCCl, O=[Cr](=O)([O-])O[Cr](=O)(=O)[O-], O=C1N(c2ccc(OCC(F)(F)F)cc2)CC2CC(O)CN12, c1cc[nH+]cc1, c1cc[nH+]cc1. The product is O=C1CC2CN(c3ccc(OCC(F)(F)F)cc3)C(=O)N2C1. RXN SMILES: [Cl:44][CH2:45][Cl:46].[Cr:23]([O:24][Cr:25]([O-:26])(=[O:27])=[O:28])([O-:29])(=[O:30])=[O:31].[OH:1][CH:2]1[CH2:3][CH:4]2[N:5]([C:6](=[O:21])[N:7]([c:9]3[cH:10][cH:11][c:12]([O:15][CH2:16][C:17]([F:18])([F:19])[F:20])[cH:13][cH:14]3)[CH2:8]2)[CH2:22]1.[nH+:32]1[cH:33][cH:34][cH:35][cH:36][cH:37]1.[nH+:38]1[cH:39][cH:40][cH:41][cH:42][cH:43]1>>[O:1]=[C:2]1[CH2:3][CH:4]2[N:5]([C:6](=[O:21])[N:7]([c:9]3[cH:10][cH:11][c:12]([O:15][CH2:16][C:17]([F:18])([F:19])[F:20])[cH:13][cH:14]3)[CH2:8]2)[CH2:22]1. Product: CC1CN(Cc2cccc(-c3cc(CNC(=O)c4cccc(CC5CCN(C)CC5)c4)ccc3F)c2)CCN1C. Reactants: [BH4-], C=O, CC1CN(Cc2cccc(-c3cc(CNC(=O)c4cccc(CC5CCNCC5)c4)ccc3F)c2)CCN1C, CO, [Na+]. As a reaction SMILES: [BH4-:42].[CH2:40]=[O:41].[CH3:1][CH:2]1[CH2:3][N:4]([CH2:9][c:10]2[cH:11][c:12](-[c:16]3[cH:17][c:18]([CH2:23][NH:24][C:25]([c:26]4[cH:27][c:28]([CH2:32][CH:33]5[CH2:34][CH2:35][NH:36][CH2:37][CH2:38]5)[cH:29][cH:30][cH:31]4)=[O:39])[cH:19][cH:20][c:21]3[F:22])[cH:13][cH:14][cH:15]2)[CH2:5][CH2:6][N:7]1[CH3:8].[CH3:44][OH:45].[Na+:43]>>[CH3:1][CH:2]1[CH2:3][N:4]([CH2:9][c:10]2[cH:11][c:12](-[c:16]3[cH:17][c:18]([CH2:23][NH:24][C:25]([c:26]4[cH:27][c:28]([CH2:32][CH:33]5[CH2:34][CH2:35][N:36]([CH3:40])[CH2:37][CH2:38]5)[cH:29][cH:30][cH:31]4)=[O:39])[cH:19][cH:20][c:21]3[F:22])[cH:13][cH:14][cH:15]2)[CH2:5][CH2:6][N:7]1[CH3:8]. The reactants are CN(C)C=O, CON=C(C(=O)O)c1csc(NC=O)n1, O=S(Cl)Cl. The product is CON=C(C(=O)Cl)c1csc(NC=O)n1. Reaction SMILES: [CH3:1][N:2]([CH3:3])[CH:4]=[O:5].[CH:6](=[O:7])[NH:8][c:9]1[s:10][cH:11][c:12]([C:14]([C:15](=[O:16])[OH:17])=[N:18][O:19][CH3:20])[n:13]1.[S:21]([Cl:22])([Cl:23])=[O:24]>>[CH:6](=[O:7])[NH:8][c:9]1[s:10][cH:11][c:12]([C:14]([C:15](=[O:16])[Cl:23])=[N:18][O:19][CH3:20])[n:13]1. The product is COC(=O)C(Cc1ccc(-c2c(OC)ccc(O)c2OC)cc1)NC(=O)c1c(Cl)cccc1Cl. Starting materials: COCOc1ccc(OC)c(-c2ccc(CC(NC(=O)c3c(Cl)cccc3Cl)C(=O)OC)cc2)c1OC, CO, Cl, C1COCCO1. As a reaction SMILES: [CH3:1][O:2][C:3]([CH:4]([NH:5][C:6]([c:7]1[c:8]([Cl:14])[cH:9][cH:10][cH:11][c:12]1[Cl:13])=[O:15])[CH2:16][c:17]1[cH:18][cH:19][c:20](-[c:23]2[c:24]([O:35][CH3:36])[c:25]([O:31][CH2:32][O:33][CH3:34])[cH:26][cH:27][c:28]2[O:29][CH3:30])[cH:21][cH:22]1)=[O:37].[CH3:39][OH:40].[ClH:38].[O:41]1[CH2:42][CH2:43][O:44][CH2:45][CH2:46]1>>[CH3:1][O:2][C:3]([CH:4]([NH:5][C:6]([c:7]1[c:8]([Cl:14])[cH:9][cH:10][cH:11][c:12]1[Cl:13])=[O:15])[CH2:16][c:17]1[cH:18][cH:19][c:20](-[c:23]2[c:24]([O:35][CH3:36])[c:25]([OH:31])[cH:26][cH:27][c:28]2[O:29][CH3:30])[cH:21][cH:22]1)=[O:37]. Reactants: C(C)OC(=O)NC1=CC=C(C=C1)C1CCN(CC1)C(=O)OCC (ethyl 4-(4-ethoxycarbonylamino-phenyl)-piperidine-1-carboxylate), COCC1OC(OC1)=O ((RS)-4-(methoxymethyl)-1,3-dioxolan-2-one), N1=CC=CC=C1 (pyridine). Run at time 18 hour. Yields the product COCC1CN(C(O1)=O)C1=CC=C(C=C1)C1CCN(CC1)C(=O)OCC (ethyl (RS)-4-[4-(5-methoxymethyl-2-oxo-oxazolidin-3-yl)-phenyl]-piperidine-1-carboxylate). Isolated yield 76.9%. As a reaction SMILES: C(OC([NH:6][C:7]1[CH:12]=[CH:11][C:10]([CH:13]2[CH2:18][CH2:17][N:16]([C:19]([O:21][CH2:22][CH3:23])=[O:20])[CH2:15][CH2:14]2)=[CH:9][CH:8]=1)=O)C.[CH3:24][O:25][CH2:26][CH:27]1[CH2:31]O[C:29](=[O:32])[O:28]1.N1C=CC=CC=1>>[CH3:24][O:25][CH2:26][CH:27]1[O:28][C:29](=[O:32])[N:6]([C:7]2[CH:12]=[CH:11][C:10]([CH:13]3[CH2:14][CH2:15][N:16]([C:19]([O:21][CH2:22][CH3:23])=[O:20])[CH2:17][CH2:18]3)=[CH:9][CH:8]=2)[CH2:31]1. Procedure: 1.12 g (3.5 mmol) of ethyl 4-(4-ethoxycarbonylamino-phenyl)-piperidine-1-carboxylate were treated with 4.0 g (30.28 mmol) of (RS)-4-(methoxymethyl)-1,3-dioxolan-2-one in the presence of 276.8 mg (3.5 mmol) of pyridine and stirred intensively for 18 hours at an oil bath temperature of 160°. After cooling the reaction mixture was chromatographed on 125 g of silica gel 60 with ether. After recrystallization from methylene chloride/isopropyl ether there were obtained 976 mg of ethyl (RS)-4-[4-(5-met...